From a dataset of the Open Reaction Database (ORD), a public repository of structured organic reaction records. describe an organic reaction: reactants, conditions, products, and yield Reactants: O=C1CCC(=O)N1Br, CC(Nc1c(-c2ccc(F)cc2Cl)c(Cl)nc2ccnn12)C(C)(C)C, CN(C)C=O, O. Product: CC(Nc1c(-c2ccc(F)cc2Cl)c(Cl)nc2c(Br)cnn12)C(C)(C)C. As a reaction SMILES: [Br:26][N:27]1[C:28](=[O:29])[CH2:30][CH2:31][C:32]1=[O:33].[Cl:1][c:2]1[n:3][c:4]2[n:5]([c:6]([NH:16][CH:17]([C:18]([CH3:19])([CH3:20])[CH3:21])[CH3:22])[c:7]1-[c:8]1[c:9]([Cl:15])[cH:10][c:11]([F:14])[cH:12][cH:13]1)[n:23][cH:24][cH:25]2.[O:35]=[CH:36][N:37]([CH3:38])[CH3:39].[OH2:34]>>[Cl:1][c:2]1[n:3][c:4]2[n:5]([c:6]([NH:16][CH:17]([C:18]([CH3:19])([CH3:20])[CH3:21])[CH3:22])[c:7]1-[c:8]1[c:9]([Cl:15])[cH:10][c:11]([F:14])[cH:12][cH:13]1)[n:23][cH:24][c:25]2[Br:26]. The reactants are 50g, C(#N)C(C1(CCCCC1)O)C1=CC=C(C=C1)OC (1-[cyano(4-methoxyphenyl)methyl]cyclohexanol), CO (MeOH), N (ammonia), CO (MeOH). Reagents/catalysts: [Ni] (Ni). The solvent is C(C)(=O)O (acetic acid), C(C)(=O)O (acetic acid). The product is desired product, NCC(C1=CC=C(C=C1)OC)C1(CCCCC1)O (1-[2-amino-1-(4-methoxyphenyl)ethyl]-cyclohexanol). Yield: 70.0%. Reaction SMILES: CO.N.[C:4]([CH:6]([C:14]1[CH:19]=[CH:18][C:17]([O:20][CH3:21])=[CH:16][CH:15]=1)[C:7]1([OH:13])[CH2:12][CH2:11][CH2:10][CH2:9][CH2:8]1)#[N:5]>[Ni].C(O)(=O)C>[NH2:5][CH2:4][CH:6]([C:7]1([OH:13])[CH2:12][CH2:11][CH2:10][CH2:9][CH2:8]1)[C:14]1[CH:15]=[CH:16][C:17]([O:20][CH3:21])=[CH:18][CH:19]=1. Procedure: The reactor was charged with 25.0 g of Raney-Ni (Kawaken, Grace 2400, 2724, Degussa B111W, 112W), and 250 ml of MeOH and 25 ml of an ammonia solution (25% NH3) were added. To the mixture was added 50g of 1-[cyano(4-methoxyphenyl)methyl]cyclohexanol, followed by 250 ml of MeOH. The reactor was settled and purged with N2 gas two or three times. After fully purged with N2, the reactor was purged with H2 gas two or three times. Internal pressure of the reactor was adjusted to 60 psi and the reaction... Starting materials: N1=CC=CC2=CC=CC=C12 (quinoline), C1(CCCCC1)C(=O)O (cyclohexanecarboxylic acid), S(=O)(=O)([O-])OOS(=O)(=O)[O-].[NH4+].[NH4+] (ammonium persulfate), FC(C(=O)O)(F)F (trifluoroacetic acid), [OH-].[Na+] (sodium hydroxide). The reagents and catalysts are [N+](=O)([O-])[O-].[Ag+] (silver nitrate). Solvent: ClC1=CC=CC=C1 (chlorobenzene), O (water). Reaction conditions: temperature 140 celsius, time 3 hour. Product: C1(CCCCC1)C1=NC2=CC=CC=C2C=C1 (2-cyclohexylquinoline). The yield is 12.6%. Reaction SMILES: [N:1]1[C:10]2[C:5](=[CH:6][CH:7]=[CH:8][CH:9]=2)[CH:4]=[CH:3][CH:2]=1.[CH:11]1(C(O)=O)[CH2:16][CH2:15][CH2:14][CH2:13][CH2:12]1.S(OOS([O-])(=O)=O)([O-])(=O)=O.[NH4+].[NH4+].FC(F)(F)C(O)=O.[OH-].[Na+]>ClC1C=CC=CC=1.[N+]([O-])([O-])=O.[Ag+].O>[CH:11]1([C:2]2[CH:3]=[CH:4][C:5]3[C:10](=[CH:9][CH:8]=[CH:7][CH:6]=3)[N:1]=2)[CH2:16][CH2:15][CH2:14][CH2:13][CH2:12]1 |f:2.3.4,6.7,9.10|. Reported procedure: To a solution of quinoline (11.84 ml, 100 mmol) in chlorobenzene (300 ml) was added sequentially water (300 ml), cyclohexanecarboxylic acid (35.88 g, 280 mmol), silver nitrate (1.36 g, 8.0 mmol), ammonium persulfate (22.82 g, 100 mmol) and trifluoroacetic acid (7.67 g, 100 mmol). The mixture was heated to 140° C. with stirring for 3 h. The mixture was then cooled to room temperature, basified with solid sodium hydroxide and the solvent removed in vacuo. The residue was then subjected to a contin... Reactants: CC(C)=O, Cc1ccc2c(c1)C(=O)C(=O)N2, [K+], [K+], O=C([O-])[O-]. Yields the product CC(=O)CC1(O)C(=O)Nc2ccc(C)cc21. As a reaction SMILES: [CH3:19][C:20]([CH3:21])=[O:22].[CH3:1][c:2]1[cH:3][c:4]2[c:8]([cH:9][cH:10]1)[NH:7][C:6](=[O:11])[C:5]2=[O:12].[K+:13].[K+:14].[O-:15][C:16]([O-:17])=[O:18]>>[CH3:1][c:2]1[cH:3][c:4]2[c:8]([cH:9][cH:10]1)[NH:7][C:6](=[O:11])[C:5]2([OH:12])[CH2:19][C:20]([CH3:21])=[O:22]. The reactants are CCO, [H][H], CC(O)Cn1ccc([N+](=O)[O-])n1. Yields the product CC(O)Cn1ccc(N)n1. As a reaction SMILES: [CH3:15][CH2:16][OH:17].[H:13][H:14].[N+:1]([O-:2])(=[O:3])[c:4]1[n:5][n:6]([CH2:9][CH:10]([CH3:11])[OH:12])[cH:7][cH:8]1>>[NH2:1][c:4]1[n:5][n:6]([CH2:9][CH:10]([CH3:11])[OH:12])[cH:7][cH:8]1. The reactants are FC=1C=C(C=C(C1)F)C[C@@H](NC(CN1N=C(C=2CCCCC12)C(F)(F)F)=O)C1=NC(=NC=C1C=1C=CC(=C(C(=O)N)C1)F)NCCOC ((R)-5-(4-(2-(3,5-difluorophenyl)-1-(2-(3-(trifluoromethyl)-4,5,6,7-tetrahydro-1H-indazol-1-yl)acetamido)ethyl)-2-((2-methoxyethyl)amino)pyrimidin-5-yl)-2-fluorobenzamide), BrC=1C(=NC(=NC1)N1CCC2(OCCO2)CC1)[C@H](CC1=CC(=CC(=C1)F)F)NC(CN1N=C(C=2C(CCC(C12)(F)F)(F)F)C(F)F)=O ((S)—N-(1-(5-bromo-2-(1,4-dioxa-8-azaspiro[4.5]decan-8-yl)pyrimidin-4-yl)-2-(3,5-difluorophenyl)ethyl)-2-(3-(difluoromethyl)-4,4,7,7-tetrafluoro-4,5,6,7-tetrahydro-1H-indazol-1-yl)acetamide). Yields the product FC(C1=NN(C=2C(CCC(C12)(F)F)(F)F)CC(=O)N[C@@H](CC1=CC(=CC(=C1)F)F)C1=NC(=NC=C1C=1C=CC(=C(C(=O)N)C1)F)N1CCC2(OCCO2)CC1)F ((S)-5-(4-(1-(2-(3-(difluoromethyl)-4,4,7,7-tetrafluoro-4,5,6,7-tetrahydro-1H-indazol-1-yl)acetamido)-2-(3,5-difluorophenyl)ethyl)-2-(1,4-dioxa-8-azaspiro[4.5]decan-8-yl)pyrimidin-5-yl)-2-fluorobenzamide). RXN SMILES: FC1C=C(C[C@H](C2C([C:34]3[CH:35]=[CH:36][C:37]([F:43])=[C:38]([CH:42]=3)[C:39]([NH2:41])=[O:40])=CN=C(NCCOC)N=2)NC(=O)CN2C3CCCCC=3C(C(F)(F)F)=N2)C=C(F)C=1.Br[C:50]1[C:51]([C@@H:66]([NH:76][C:77](=[O:95])[CH2:78][N:79]2[C:87]3[C:86]([F:89])([F:88])[CH2:85][CH2:84][C:83]([F:91])([F:90])[C:82]=3[C:81]([CH:92]([F:94])[F:93])=[N:80]2)[CH2:67][C:68]2[CH:73]=[C:72]([F:74])[CH:71]=[C:70]([F:75])[CH:69]=2)=[N:52][C:53]([N:56]2[CH2:65][CH2:64][C:59]3([O:63][CH2:62][CH2:61][O:60]3)[CH2:58][CH2:57]2)=[N:54][CH:55]=1>>[F:94][CH:92]([F:93])[C:81]1[C:82]2[C:83]([F:91])([F:90])[CH2:84][CH2:85][C:86]([F:88])([F:89])[C:87]=2[N:79]([CH2:78][C:77]([NH:76][C@H:66]([C:51]2[C:50]([C:34]3[CH:35]=[CH:36][C:37]([F:43])=[C:38]([CH:42]=3)[C:39]([NH2:41])=[O:40])=[CH:55][N:54]=[C:53]([N:56]3[CH2:57][CH2:58][C:59]4([O:63][CH2:62][CH2:61][O:60]4)[CH2:64][CH2:65]3)[N:52]=2)[CH2:67][C:68]2[CH:69]=[C:70]([F:75])[CH:71]=[C:72]([F:74])[CH:73]=2)=[O:95])[N:80]=1. Procedure details: The title compound (19B) was prepared according to the method presented for the synthesis of compound 11J of Example 11 utilizing 19A. MS (m/z) 798.63 [M+H]+. Conditions: time 2 hour. Solvent: O1CCCC1 (tetrahydrofuran). Yields the product C1(=CC=CC=C1)C=1NC(=C(N1)C1=CC2=CC=CC=C2C=C1)C (2-phenyl-4-(2-naphthyl)-5-methylimidazole). Reaction SMILES: Cl.[C:2]([NH2:10])(=[NH:9])[C:3]1[CH:8]=[CH:7][CH:6]=[CH:5][CH:4]=1.C(=O)([O-])[O-].[K+].[K+].Br[CH:18]([CH3:31])[C:19]([C:21]1[CH:30]=[CH:29][C:28]2[C:23](=[CH:24][CH:25]=[CH:26][CH:27]=2)[CH:22]=1)=O>O1CCCC1>[C:3]1([C:2]2[NH:9][C:18]([CH3:31])=[C:19]([C:21]3[CH:30]=[CH:29][C:28]4[C:23](=[CH:24][CH:25]=[CH:26][CH:27]=4)[CH:22]=3)[N:10]=2)[CH:8]=[CH:7][CH:6]=[CH:5][CH:4]=1 |f:0.1,2.3.4|. Procedure details: A suspension consisting of 45.1 g (0.288 mol) of benzamidine hydrochloride, 119.4 g (0.864 mol) of potassium carbonate, and 240 mL of tetrahydrofuran was heated under reflux for one hour, and the foregoing toluene solution of 2-bromo-2′-propionaphthone was added dropwise over 40 minutes. After completion of addition, heating under reflux was continued for 2 hours. Next, the reaction mixture was concentrated in vacuo, the resulting concentrate was diluted with 200 mL of toluene, and the solution ... Starting materials: Cl.C(C1=CC=CC=C1)(=N)N (benzamidine hydrochloride), C([O-])([O-])=O.[K+].[K+] (potassium carbonate), BrC(C(=O)C1=CC2=CC=CC=C2C=C1)C (2-bromo-2′-propionaphthone), BrC(C(=O)C1=CC2=CC=CC=C2C=C1)C (2-bromo-2′-propionaphthone). Starting materials: NC1C(N(C2=C(C(=N1)C1=CC=CC=C1)C=CC=C2)C)=O (3-amino-1,3-dihydro-1-methyl-5-phenyl-2H-1,4-benzodiazepin-2-one), CC(C(=O)O)C(=O)NCC1=CC(=CC(=C1)OC)OC (2-methyl-N-(3,5-dimethoxy-benzyl)-malonamic acid). Product: COC=1C=C(CNC(C(C(=O)NC2N=C(C3=C(N(C2=O)C)C=CC=C3)C3=CC=CC=C3)C)=O)C=C(C1)OC (N-(3,5-Dimethoxy-benzyl)-2-methyl-N′-(1-methyl-2-oxo-5-phenyl-2,3-dihydro-1H-benzo[e][1,4]diazepin-3-yl)-malonamide). Reaction SMILES: [NH2:1][CH:2]1[N:8]=[C:7]([C:9]2[CH:14]=[CH:13][CH:12]=[CH:11][CH:10]=2)[C:6]2[CH:15]=[CH:16][CH:17]=[CH:18][C:5]=2[N:4]([CH3:19])[C:3]1=[O:20].[CH3:21][CH:22]([C:26]([NH:28][CH2:29][C:30]1[CH:35]=[C:34]([O:36][CH3:37])[CH:33]=[C:32]([O:38][CH3:39])[CH:31]=1)=[O:27])[C:23](O)=[O:24]>>[CH3:39][O:38][C:32]1[CH:31]=[C:30]([CH:35]=[C:34]([O:36][CH3:37])[CH:33]=1)[CH2:29][NH:28][C:26](=[O:27])[CH:22]([CH3:21])[C:23]([NH:1][CH:2]1[C:3](=[O:20])[N:4]([CH3:19])[C:5]2[CH:18]=[CH:17][CH:16]=[CH:15][C:6]=2[C:7]([C:9]2[CH:14]=[CH:13][CH:12]=[CH:11][CH:10]=2)=[N:8]1)=[O:24]. Reported procedure: The title compound, MS: m/e=515.3 (M+H+), was prepared in analogy to example 16 from 3-amino-1,3-dihydro-1-methyl-5-phenyl-2H-1,4-benzodiazepin-2-one and 2-methyl-N-(3,5-dimethoxy-benzyl)-malonamic acid. The reactants are CC(=O)Cl, CC(C)C(CCC(=O)O)C(=O)O. Yields the product CC(C)C1CCC(=O)OC1=O. Reaction SMILES: [CH3:13][C:14](=[O:15])[Cl:16].[CH:1]([CH3:2])([CH3:3])[CH:4]([C:5](=[O:6])[OH:7])[CH2:8][CH2:9][C:10](=[O:11])[OH:12]>>[CH:1]([CH3:2])([CH3:3])[CH:4]1[C:5](=[O:7])[O:12][C:10](=[O:11])[CH2:9][CH2:8]1. Reactants: CC(C)OC(Cc1cccc(O)c1)C(=O)N1C(=O)OCC1Cc1ccccc1, [Li+], C1CCOC1, [OH-], O, OO. Product: CC(C)OC(Cc1cccc(O)c1)C(=O)O. Reaction SMILES: [CH2:1]([CH:2]1[CH2:3][O:4][C:5](=[O:6])[N:7]1[C:14]([CH:15]([CH2:16][c:17]1[cH:18][c:19]([OH:23])[cH:20][cH:21][cH:22]1)[O:24][CH:25]([CH3:26])[CH3:27])=[O:28])[c:8]1[cH:9][cH:10][cH:11][cH:12][cH:13]1.[Li+:31].[O:34]1[CH2:35][CH2:36][CH2:37][CH2:38]1.[OH-:32].[OH2:33].[OH:29][OH:30]>>[C:14]([CH:15]([CH2:16][c:17]1[cH:18][c:19]([OH:23])[cH:20][cH:21][cH:22]1)[O:24][CH:25]([CH3:26])[CH3:27])([OH:28])=[O:29].